The task is: describe an organic reaction: reactants, conditions, products, and yield. This data is from the Open Reaction Database (ORD), a public repository of structured organic reaction records. Reactants: NC1CCc2[nH]c3ccc(OCc4ccccc4)cc3c2C1, Clc1ccc(CCNC2CCc3[nH]c4ccc(OCc5ccccc5)cc4c3C2)cc1, CS(=O)(=O)OCCc1ccc(Cl)cc1. The product is Clc1ccc(CCNC2CCc3[nH]c4ccc(OCc5ccccc5)cc4c3C2)cc1, Cl. RXN SMILES: [CH2:1]([O:2][c:3]1[cH:4][c:5]2[c:6]([cH:7][cH:8]1)[nH:9][c:10]1[c:16]2[CH2:15][CH:13]([NH2:14])[CH2:12][CH2:11]1)[c:17]1[cH:18][cH:19][cH:20][cH:21][cH:22]1.[CH2:37]([c:38]1[cH:39][cH:40][cH:41][cH:42][cH:43]1)[O:44][c:45]1[cH:46][c:47]2[c:48]3[c:53]([nH:54][c:55]2[cH:56][cH:57]1)[CH2:52][CH2:51][CH:50]([NH:58][CH2:59][CH2:60][c:61]1[cH:62][cH:63][c:64]([Cl:67])[cH:65][cH:66]1)[CH2:49]3.[Cl:23][c:24]1[cH:25][cH:26][c:27]([CH2:28][CH2:29][O:30][S:31]([CH3:32])(=[O:33])=[O:34])[cH:35][cH:36]1>>[CH2:37]([c:38]1[cH:39][cH:40][cH:41][cH:42][cH:43]1)[O:44][c:45]1[cH:46][c:47]2[c:48]3[c:53]([nH:54][c:55]2[cH:56][cH:57]1)[CH2:52][CH2:51][CH:50]([NH:58][CH2:59][CH2:60][c:61]1[cH:62][cH:63][c:64]([Cl:67])[cH:65][cH:66]1)[CH2:49]3.[ClH:23]. The reactants are COC(=O)CP(=O)(OC)OC (tri methyl phosphonoacetate), CC(C)([O-])C.[K+] (potassium tert-butoxide), C(C)(C)[Si](OCC1CCC(CC1)=O)(C(C)C)C(C)C (4-(Triisopropylsilyloxymethyl)cyclohexanone), O (water). Run in O1CCCC1 (tetrahydrofuran), O1CCCC1 (THF). Conditions: time 10 minute. Product: C(C)(C)[Si](OCC1CCC(CC1)=CC(=O)OC)(C(C)C)C(C)C (Methyl (4-{[(triisopropylsilyl)oxy]methyl}cyclohexylidene)acetate). Isolated yield 97.0%. RXN SMILES: [CH3:1][O:2][C:3]([CH2:5]P(OC)(OC)=O)=[O:4].CC(C)([O-])C.[K+].[CH:18]([Si:21]([CH:34]([CH3:36])[CH3:35])([CH:31]([CH3:33])[CH3:32])[O:22][CH2:23][CH:24]1[CH2:29][CH2:28][C:27](=O)[CH2:26][CH2:25]1)([CH3:20])[CH3:19].O>O1CCCC1>[CH:34]([Si:21]([CH:18]([CH3:20])[CH3:19])([CH:31]([CH3:33])[CH3:32])[O:22][CH2:23][CH:24]1[CH2:29][CH2:28][C:27](=[CH:5][C:3]([O:2][CH3:1])=[O:4])[CH2:26][CH2:25]1)([CH3:35])[CH3:36] |f:1.2|. Reported procedure: To a solution of 6.37 g (35 mmol) of tri methyl phosphonoacetate in 200 mL of tetrahydrofuran (THF) was added 4.28 g (35 mmol) of potassium tert-butoxide. The reaction mixture was stirred at room temperature for 10 minutes. To the resultant slurry was added a solution of 9.3 g (32.7 mmol) of ketone from step C in 20 mL of THF. The mixture was stirred at room temperature under nitrogen overnight, then poured into water and extracted with three 100 mL portions of ether. The combined organic phases... Starting materials: O=C([O-])[O-], CCCCCC, CS(C)=O, [K+], [K+], O, NCCCc1ccccc1, ClCCOc1ccc2ccccc2c1, c1ccccc1. Product: c1ccc(CCCNCCOc2ccc3ccccc3c2)cc1. As a reaction SMILES: [C:1](=[O:2])([O-:3])[O-:4].[CH3:31][CH2:32][CH2:33][CH2:34][CH2:35][CH3:36].[CH3:43][S:44]([CH3:45])=[O:46].[K+:5].[K+:6].[OH2:47].[c:7]1([CH2:13][CH2:14][CH2:15][NH2:16])[cH:8][cH:9][cH:10][cH:11][cH:12]1.[cH:17]1[c:18]([O:27][CH2:28][CH2:29][Cl:30])[cH:19][cH:20][c:21]2[cH:22][cH:23][cH:24][cH:25][c:26]12.[cH:37]1[cH:38][cH:39][cH:40][cH:41][cH:42]1>>[c:7]1([CH2:13][CH2:14][CH2:15][NH:16][CH2:29][CH2:28][O:27][c:18]2[cH:17][c:26]3[c:21]([cH:20][cH:19]2)[cH:22][cH:23][cH:24][cH:25]3)[cH:8][cH:9][cH:10][cH:11][cH:12]1. Reactants: CN1N=CC(=C1C(NCCC1=NC2=C(N1C)C=CC=C2)=O)C(=O)OCC (ethyl 1-methyl-5-(2-(1-methyl-1H-benzo[d]imidazol-2-yl)ethylcarbamoyl)-1H-pyrazole-4-carboxylate), [Li+].[OH-] (LiOH), Cl (HCl). Run in C1CCOC1 (THF), C(C)O (ethanol). Conditions: time 2 hour. Yields the product CN1N=CC(=C1C(NCCC1=NC2=C(N1C)C=CC=C2)=O)C(=O)O (1-Methyl-5-(2-(1-methyl-1H-benzo[d]imidazol-2-yl)ethylcarbamoyl)-1H-pyrazole-4-carboxylic acid). The yield is 74.3%. As a reaction SMILES: [CH3:1][N:2]1[C:6]([C:7](=[O:21])[NH:8][CH2:9][CH2:10][C:11]2[N:15]([CH3:16])[C:14]3[CH:17]=[CH:18][CH:19]=[CH:20][C:13]=3[N:12]=2)=[C:5]([C:22]([O:24]CC)=[O:23])[CH:4]=[N:3]1.[Li+].[OH-].Cl>C1COCC1.C(O)C>[CH3:1][N:2]1[C:6]([C:7](=[O:21])[NH:8][CH2:9][CH2:10][C:11]2[N:15]([CH3:16])[C:14]3[CH:17]=[CH:18][CH:19]=[CH:20][C:13]=3[N:12]=2)=[C:5]([C:22]([OH:24])=[O:23])[CH:4]=[N:3]1 |f:1.2|. Procedure details: To a solution of ethyl 1-methyl-5-(2-(1-methyl-1H-benzo[d]imidazol-2-yl)ethylcarbamoyl)-1H-pyrazole-4-carboxylate (76 mg, 214 μmol) in THF (0.9 mL) and ethanol (0.3 mL) was added LiOH (1M aqueous solution, 428 μL, 428 μmol) at 0-5° C. The mixture was stirred at RT for 2 h. HCl (1M aqueous solution, 0.43 mL, 0.43 mmol) was added and the precipitating product was filtered, washed with THF/water 4:1 and dried in vacuo to give the product as colorless solid (52 mg, 159 μmol, 74.3%). Starting materials: C1=CC=CC2=CC=CC=C12 (naphthalene), CC(C(=O)Cl)=C (2-methyl-2-propenoyl chloride), [Cl-].[Al+3].[Cl-].[Cl-] (Aluminum chloride), ice water. Solvent: ClCCl (dichloromethane), ClCCl (dichloromethane). Run at temperature -30 celsius. Yields the product CC1CC=2C=CC3=C(C2C1=O)C=CC=C3 (2,3-dihydro-2-methyl-1H-benz[e]indene-1-one). Yield: 84.0%. As a reaction SMILES: [Cl-].[Al+3].[Cl-].[Cl-].[CH:5]1[C:14]2[C:9](=[CH:10][CH:11]=[CH:12][CH:13]=2)[CH:8]=[CH:7][CH:6]=1.[CH3:15][C:16](=[CH2:20])[C:17](Cl)=[O:18]>ClCCl>[CH3:15][CH:16]1[C:17](=[O:18])[C:5]2[C:14]3[CH:13]=[CH:12][CH:11]=[CH:10][C:9]=3[CH:8]=[CH:7][C:6]=2[CH2:20]1 |f:0.1.2.3|. Procedure details: Aluminum chloride powder (240 g) was added to a dry round-bottomed flask under nitrogen, after which 1 l of dichloromethane was added. The suspension was cooled to -30° C., and 100 g of naphthalene and 90.5 g of freshly distilled 2-methyl-2-propenoyl chloride in 950 ml of dichloromethane were added dropwise under nitrogen in 1.5 h. The reaction mixture was stirred for another hour at -30° C., after which the cold reaction mixture was poured into 10 l of ice water. The organic layer was separated... Procedure details: Thionyl chloride (2.5 ml) was added dropwise in methanol (25 ml) under cooling at 7°-9° C. After the mixture was stirred for 30 minutes at the same temperature, 5-(3-methyl-1,2,4-oxadiazol-5-yl)-3-pyridinecarboxylic acid (2.5 g) was added thereto and the mixture was refluxed for 3 hours. After being cooled to room temperature, the mixture was poured into a mixture of ethyl acetate (100 ml) and water (100 ml). The organic layer was successively washed with 10% potassium carbonate aqueous solution... Run in CO (methanol). Starting materials: S(=O)(Cl)Cl (Thionyl chloride), C(C)(=O)OCC (ethyl acetate), O (water), CC1=NOC(=N1)C=1C=C(C=NC1)C(=O)O (5-(3-methyl-1,2,4-oxadiazol-5-yl)-3-pyridinecarboxylic acid). Yields the product CC1=NOC(=N1)C=1C=C(C=NC1)C(=O)OC (methyl 5-(3-methyl-1,2,4-oxadiazol-5-yl)-3-pyridinecarboxylate). As a reaction SMILES: S(Cl)(Cl)=O.[CH3:5][C:6]1[N:10]=[C:9]([C:11]2[CH:12]=[C:13]([C:17]([OH:19])=[O:18])[CH:14]=[N:15][CH:16]=2)[O:8][N:7]=1.[C:20](OCC)(=O)C.O>CO>[CH3:5][C:6]1[N:10]=[C:9]([C:11]2[CH:12]=[C:13]([C:17]([O:19][CH3:20])=[O:18])[CH:14]=[N:15][CH:16]=2)[O:8][N:7]=1. The reactants are C(C=C)N1C(CC[C@@H]1C1=CC=C(C=C1)C1=CC=C(C=C1)OC(F)(F)F)=O ((5R)-1-allyl-5-[4′-(trifluoromethoxy)-1,1′-biphenyl-4-yl]-2-pyrrolidinone), Pd[PPh3]4, O.C1(=CC=C(C=C1)S(=O)(=O)O)C (p-toluenesulphonic acid hydrate), C1CCOC1 (THF), O (H2O). Run in C(C)(=O)OCC (ethyl acetate), C(=O)(O)[O-].[Na+] (NaHCO3). Yields the product FC(OC1=CC=C(C=C1)C1=CC=C(C=C1)[C@H]1CCC(N1)=O)(F)F ((5R)-5-[4′-(Trifluoromethoxy)-1,1′-biphenyl-4-yl]-2-pyrrolidinone). As a reaction SMILES: C([N:4]1[C@@H:8]([C:9]2[CH:14]=[CH:13][C:12]([C:15]3[CH:20]=[CH:19][C:18]([O:21][C:22]([F:25])([F:24])[F:23])=[CH:17][CH:16]=3)=[CH:11][CH:10]=2)[CH2:7][CH2:6][C:5]1=[O:26])C=C.O.C1(C)C=CC(S(O)(=O)=O)=CC=1.C1COCC1.O>C([O-])(O)=O.[Na+].C(OCC)(=O)C>[F:25][C:22]([F:23])([F:24])[O:21][C:18]1[CH:19]=[CH:20][C:15]([C:12]2[CH:13]=[CH:14][C:9]([C@@H:8]3[NH:4][C:5](=[O:26])[CH2:6][CH2:7]3)=[CH:10][CH:11]=2)=[CH:16][CH:17]=1 |f:1.2,5.6|. Procedure details: Under argon, (5R)-1-allyl-5-[4′-(trifluoromethoxy)-1,1′-biphenyl-4-yl]-2-pyrrolidinone (XVII-1) (0.41 g, 1.14 mmol) is initially charged in a Schlenk tube together with Pd[PPh3]4 (131.7 mg, 0.114 mmol) and p-toluenesulphonic acid hydrate (0.52 g, 2.74 mmol), and THF (2 ml, degassed) and 1 ml of H2O are added. The yellow suspension is heated under reflux for 3 h. For work-up, the mixture, which was cooled to room temperature, is diluted with NaHCO3 solution and admixed with ethyl acetate and filt... The reactants are O=N[O-], COc1c(C)cnc(CSc2nc3ncc(N)cc3[nH]2)c1C, [Na+], O, O=S(=O)(O)O. Yields the product COc1c(C)cnc(CSc2nc3ncc(O)cc3[nH]2)c1C. RXN SMILES: [N:28]([O-:29])=[O:30].[NH2:1][c:2]1[cH:3][c:4]2[c:5]([n:6][cH:7]1)[n:8][c:9]([S:11][CH2:12][c:13]1[n:14][cH:15][c:16]([CH3:22])[c:17]([O:20][CH3:21])[c:18]1[CH3:19])[nH:10]2.[Na+:31].[OH2:32].[S:23]([OH:24])(=[O:25])(=[O:26])[OH:27]>>[c:2]1([OH:24])[cH:3][c:4]2[c:5]([n:6][cH:7]1)[n:8][c:9]([S:11][CH2:12][c:13]1[n:14][cH:15][c:16]([CH3:22])[c:17]([O:20][CH3:21])[c:18]1[CH3:19])[nH:10]2.